Dataset: the Open Reaction Database (ORD), a public repository of structured organic reaction records. Task: describe an organic reaction: reactants, conditions, products, and yield The product is NOC(CCOCc1ccccc1)COCc1ccccc1. As a reaction SMILES: [CH2:1]([c:2]1[cH:3][cH:4][cH:5][cH:6][cH:7]1)[O:8][CH2:9][CH:10]([CH2:11][CH2:12][O:13][CH2:14][c:15]1[cH:16][cH:17][cH:18][cH:19][cH:20]1)[O:21][N:22]1[C:23](=[O:24])[c:25]2[cH:26][cH:27][cH:28][cH:29][c:30]2[C:31]1=[O:32].[CH3:33][NH:34][NH2:35].[Cl:36][CH2:37][Cl:38]>>[CH2:1]([c:2]1[cH:3][cH:4][cH:5][cH:6][cH:7]1)[O:8][CH2:9][CH:10]([CH2:11][CH2:12][O:13][CH2:14][c:15]1[cH:16][cH:17][cH:18][cH:19][cH:20]1)[O:21][NH2:22]. The reactants are O=C1c2ccccc2C(=O)N1OC(CCOCc1ccccc1)COCc1ccccc1, CNN, ClCCl. Starting materials: BrC=1C=C2C(=CCC(C2=CC1OCCCCCC)(C)C)C (6-bromo-7-n-hexyloxy-1,1,4-trimethyl-1,2-dihydronaphthalene), BrC=1C=C2C(=CCC(C2=CC1OCCCCCC)(C)C)C (6-bromo-7-n-hexyloxy-1,1,4-trimethyl-1,2-dihydronaphthalene), CC(C)(C)[O-].[Na+] (NaOtBu), NC1=CC=C(C(=O)OCC)C=C1 (ethyl 4-aminobenzoate). Reagents/catalysts: C1=CC=C(C=C1)P([C-]2C=CC=C2)C3=CC=CC=C3.C1=CC=C(C=C1)P([C-]2C=CC=C2)C3=CC=CC=C3.Cl[Pd]Cl.[Fe+2] (PdCl2(dppf)), C1=CC=C(C=C1)P([C-]2C=CC=C2)C3=CC=CC=C3.C1=CC=C(C=C1)P([C-]2C=CC=C2)C3=CC=CC=C3.[Fe+2] (dppf). The solvent is C1(=CC=CC=C1)C (toluene). Conditions: temperature 110 celsius, time 5 day. Yields the product C(CCCCC)OC=1C(=CC=2C(=CCC(C2C1)(C)C)C)NC1=CC=C(C(=O)OCC)C=C1 (Ethyl 4-(3-n-hexyloxy-5,5,8-trimethyl-5,6-dihydronaphthalen-2-ylamino)benzoate). Yield: 14.8%. As a reaction SMILES: Br[C:2]1[CH:3]=[C:4]2[C:9](=[CH:10][C:11]=1[O:12][CH2:13][CH2:14][CH2:15][CH2:16][CH2:17][CH3:18])[C:8]([CH3:20])([CH3:19])[CH2:7][CH:6]=[C:5]2[CH3:21].CC([O-])(C)C.[Na+].[NH2:28][C:29]1[CH:39]=[CH:38][C:32]([C:33]([O:35][CH2:36][CH3:37])=[O:34])=[CH:31][CH:30]=1>C1C=CC(P(C2C=CC=CC=2)[C-]2C=CC=C2)=CC=1.C1C=CC(P(C2C=CC=CC=2)[C-]2C=CC=C2)=CC=1.Cl[Pd]Cl.[Fe+2].C1C=CC(P(C2C=CC=CC=2)[C-]2C=CC=C2)=CC=1.C1C=CC(P(C2C=CC=CC=2)[C-]2C=CC=C2)=CC=1.[Fe+2].C1(C)C=CC=CC=1>[CH2:13]([O:12][C:11]1[C:2]([NH:28][C:29]2[CH:30]=[CH:31][C:32]([C:33]([O:35][CH2:36][CH3:37])=[O:34])=[CH:38][CH:39]=2)=[CH:3][C:4]2[C:5]([CH3:21])=[CH:6][CH2:7][C:8]([CH3:20])([CH3:19])[C:9]=2[CH:10]=1)[CH2:14][CH2:15][CH2:16][CH2:17][CH3:18] |f:1.2,4.5.6.7,8.9.10|. Procedure: General Procedure P A solution of 6-bromo-7-n-hexyloxy-1,1,4-trimethyl-1,2-dihydronaphthalene (Compound 99, 0.31 g, 0.9 mmol), PdCl2(dppf)(0.070 g, 0.09 mmol), dppf (0.050 g, 0.09 mmol), NaOtBu (0.12 g, 1.3 mmol), ethyl 4-aminobenzoate (0.22 g, 1.35 mmol) and 5 mL of toluene was flushed with argon for 10 min, then stirred at 110° C. in a sealed tube for 5 d. After the reaction mixture was cooled to room temperature, the solvent was removed, and the residue was purified by flash column chromatogr... The reactants are BrC1=NC=C(C=C1)O (2-bromo-5-hydroxypyridine), BrCC1C(C1)(F)F (1-bromomethyl-2,2-difluorocyclopropane), C(=O)([O-])[O-].[K+].[K+] (K2CO3). Solvent: C(C)#N (ACN), CCOC(=O)C (EtOAc). Conditions: temperature 70 celsius, time 14 hour. The product is BrC1=NC=C(C=C1)OCC1C(C1)(F)F (2-Bromo-5-(2,2-difluoro-cyclopropylmethoxy)-pyridine). As a reaction SMILES: [Br:1][C:2]1[CH:7]=[CH:6][C:5]([OH:8])=[CH:4][N:3]=1.Br[CH2:10][CH:11]1[CH2:13][C:12]1([F:15])[F:14].C([O-])([O-])=O.[K+].[K+]>C(#N)C.CCOC(C)=O>[Br:1][C:2]1[CH:7]=[CH:6][C:5]([O:8][CH2:10][CH:11]2[CH2:13][C:12]2([F:15])[F:14])=[CH:4][N:3]=1 |f:2.3.4|. Procedure: The mixture of 5.00 g (28.7 mmol) of 2-bromo-5-hydroxypyridine, 6.14 g (35.9 mmol) of 1-bromomethyl-2,2-difluorocyclopropane and 9.93 g (71.8 mmol) of K2CO3 in 100 ml ACN is stirred at 70° C. for 14 h. The reaction mixture is diluted with EtOAc, washed with water and 1N aq. NaOH, dried over MgSO4, filtered and the solvent is removed in vacuo.